This data is from the Open Reaction Database (ORD), a public repository of structured organic reaction records. The task is: describe an organic reaction: reactants, conditions, products, and yield The reactants are resultant mixture, N(=NC1=CC=CC=C1)C1=CC=CC=C1 (azobenzene), [N+](=O)([O-])C1=C(C=CC(=C1)Cl)N=NC1=C(C(=CC(=C1)C(C)(C)C)C(C)(C)C)O (2-nitro-4-chloro-2'-hydroxy-3',5'-di-t-butylazobenzene), C1=CC=CC=2C3=CC=CC=C3C(C12)=O (9-fluorenone), [OH-].[Na+] (sodium hydroxide), O (water). Solvent: C(C)(C)O (isopropyl alcohol). Product: OC1=C(C=C(C=C1C(C)(C)C)C(C)(C)C)N1N=C2C(=[N+]1[O-])C=CC(=C2)Cl (2-(2-hydroxy-3,5-di-t-butylphenyl)-5-chlorobenzotriazole-N-oxide). Reaction SMILES: [N+:1]([C:4]1[CH:9]=[C:8]([Cl:10])[CH:7]=[CH:6][C:5]=1[N:11]=[N:12][C:13]1[CH:18]=[C:17]([C:19]([CH3:22])([CH3:21])[CH3:20])[CH:16]=[C:15]([C:23]([CH3:26])([CH3:25])[CH3:24])[C:14]=1O)([O-])=O.C1C2C(=O)C3C(=CC=CC=3)C=2C=CC=1.[OH-:42].[Na+].N(C1C=CC=CC=1)=NC1C=CC=CC=1.[OH2:58]>C(O)(C)C>[OH:42][C:14]1[C:15]([C:23]([CH3:26])([CH3:24])[CH3:25])=[CH:16][C:17]([C:19]([CH3:22])([CH3:20])[CH3:21])=[CH:18][C:13]=1[N:12]1[N+:11]([O-:58])=[C:5]2[CH:6]=[CH:7][C:8]([Cl:10])=[CH:9][C:4]2=[N:1]1 |f:2.3|. Procedure: 2-nitro-4-chloro-2'-hydroxy-3',5'-di-t-butylazobenzene 26.0 g and 9-fluorenone 2.0 g were added to a mixture of isopropyl alcohol 80 g, water 14 g and 97% sodium hydroxide 11.0 g, and the resultant mixture was stirred at the boiling point of 79° C. for 8 hours to effect reaction, thus almost all of the azobenzene having disappeared to produce 2-(2-hydroxy-3,5-di-t-butylphenyl)-5-chlorobenzotriazole-N-oxide. Thus, the reaction of Process (b) was completed. Starting materials: S1C2=C(C=C1[C@@H](/C=C/[C@@H]1[C@H]([C@H](C[C@H]1OC1OCCCC1)O)C\C=C/CCCC(=O)O)OC1OCCCC1)C=CC=C2 ((Z)-7-((1R,2R,3R,5S)-2-((3R,E)-3-(benzo[b]thiophen-2-yl)-3-(tetrahydro-2H-pyran-2-yloxy)prop-1-enyl)-5-hydroxy-3-(tetrahydro-2H-pyran-2-yloxy)cyclopentyl)hept-5-enoic Acid), S1C2=C(C=C1[C@@H](/C=C/[C@@H]1[C@H]([C@H](C[C@H]1OC1OCCCC1)O)C\C=C/CCCC(=O)O)OC1OCCCC1)C=CC=C2 ((Z)-7-((1R,2R,3R,5S)-2-((3R,E)-3-(benzo[b]thiophen-2-yl)-3-(tetrahydro-2H-pyran-2-yloxy)prop-1-enyl)-5-hydroxy-3-(tetrahydro-2H-pyran-2-yloxy)cyclopentyl)hept-5-enoic Acid), CC(=O)OI1(C=2C=CC=CC2C(=O)O1)(OC(=O)C)OC(=O)C (Dess-Martin periodinane). The solvent is C(Cl)Cl (DCM). Reaction conditions: time 3 hour. The product is S1C2=C(C=C1[C@@H](/C=C/[C@@H]1[C@H](C(C[C@H]1OC1OCCCC1)=O)C\C=C/CCCC(=O)O)OC1OCCCC1)C=CC=C2 ((Z)-7-((1R,2R,3R)-2-((3R,E)-3-(benzo[b]thiophen-2-yl)-3-(tetrahydro-2H-pyran-2-yloxy)prop-1-enyl)-5-oxo-3-(tetrahydro-2H-pyran-2-yloxy)cyclopentyl)hept-5-enoic Acid). The yield is 109.2%. Reaction SMILES: [S:1]1[C:5]([C@H:6]([O:31][CH:32]2[CH2:37][CH2:36][CH2:35][CH2:34][O:33]2)/[CH:7]=[CH:8]/[C@H:9]2[C@H:13]([O:14][CH:15]3[CH2:20][CH2:19][CH2:18][CH2:17][O:16]3)[CH2:12][C@H:11]([OH:21])[C@@H:10]2[CH2:22]/[CH:23]=[CH:24]\[CH2:25][CH2:26][CH2:27][C:28]([OH:30])=[O:29])=[CH:4][C:3]2[CH:38]=[CH:39][CH:40]=[CH:41][C:2]1=2.CC(OI1(OC(C)=O)(OC(C)=O)OC(=O)C2C=CC=CC1=2)=O>C(Cl)Cl>[S:1]1[C:5]([C@H:6]([O:31][CH:32]2[CH2:37][CH2:36][CH2:35][CH2:34][O:33]2)/[CH:7]=[CH:8]/[C@H:9]2[C@H:13]([O:14][CH:15]3[CH2:20][CH2:19][CH2:18][CH2:17][O:16]3)[CH2:12][C:11](=[O:21])[C@@H:10]2[CH2:22]/[CH:23]=[CH:24]\[CH2:25][CH2:26][CH2:27][C:28]([OH:30])=[O:29])=[CH:4][C:3]2[CH:38]=[CH:39][CH:40]=[CH:41][C:2]1=2. Reported procedure: To a solution consisting of (Z)-7-((1R,2R,3R,5S)-2-((3R,E)-3-(benzo[b]thiophen-2-yl)-3-(tetrahydro-2H-pyran-2-yloxy)prop-1-enyl)-5-hydroxy-3-(tetrahydro-2H-pyran-2-yloxy)cyclopentyl)hept-5-enoic acid (intermediate 32, 0.191 g, 0.327 mmol) in anhydrous DCM (3 mL) was added Dess-Martin periodinane (0.153, 0.360 mmol). The reaction mixture was stirred at room temperature for 3 hours. The reaction mixture was concentrated under reduced pressure and purified on an 8-g Analogix flash silica cartridge....